This data is from the Open Reaction Database (ORD), a public repository of structured organic reaction records. The task is: describe an organic reaction: reactants, conditions, products, and yield Starting materials: CC(C)=CCCC(C)=CCO, CN(C)c1ccncc1, O=Cc1ccccc1C(=O)O, ClCCl. The product is CC(C)=CCCC(C)=CCOC(=O)c1ccccc1C=O. Reaction SMILES: [CH3:12][C:13]([CH3:14])=[CH:15][CH2:16][CH2:17][C:18]([CH3:19])=[CH:20][CH2:21][OH:22].[CH3:23][N:24]([c:25]1[cH:26][cH:27][n:28][cH:29][cH:30]1)[CH3:31].[CH:1](=[O:2])[c:3]1[cH:4][cH:5][cH:6][cH:7][c:8]1[C:9]([OH:10])=[O:11].[Cl:32][CH2:33][Cl:34]>>[CH:1](=[O:2])[c:3]1[cH:4][cH:5][cH:6][cH:7][c:8]1[C:9]([O:10][CH2:21][CH:20]=[C:18]([CH2:17][CH2:16][CH:15]=[C:13]([CH3:12])[CH3:14])[CH3:19])=[O:11]. Reactants: CC(C)(C)OC(=O)Nc1ccncc1C(N)=O, O=C([O-])[O-], Fc1ccc(Cl)cc1-c1nc(Cl)c2nccnc2n1, [Cs+], [Cs+], O=C(C=Cc1ccccc1)C=Cc1ccccc1, O=C(C=Cc1ccccc1)C=Cc1ccccc1, C1COCCO1, O=C(C=Cc1ccccc1)C=Cc1ccccc1, [Pd], [Pd], c1ccc(P(c2ccccc2)c2ccc3ccccc3c2-c2c(P(c3ccccc3)c3ccccc3)ccc3ccccc23)cc1. Yields the product Cl, NC(=O)c1cnccc1Nc1nc(-c2cc(Cl)ccc2F)nc2nccnc12. Reaction SMILES: [C:66]([O:67][C:68](=[O:69])[NH:72][c:73]1[c:74]([C:79]([NH2:80])=[O:81])[cH:75][n:76][cH:77][cH:78]1)([CH3:70])([CH3:71])[CH3:82].[C:83](=[O:84])([O-:85])[O-:86].[Cl:1][c:2]1[n:3][c:4](-[c:12]2[c:13]([F:19])[cH:14][cH:15][c:16]([Cl:18])[cH:17]2)[n:5][c:6]2[n:7][cH:8][cH:9][n:10][c:11]12.[Cs+:87].[Cs+:88].[O:115]=[C:116]([CH:117]=[CH:118][c:119]1[cH:120][cH:121][cH:122][cH:123][cH:124]1)[CH:125]=[CH:126][c:127]1[cH:128][cH:129][cH:130][cH:131][cH:132]1.[O:133]=[C:134]([CH:135]=[CH:136][c:137]1[cH:138][cH:139][cH:140][cH:141][cH:142]1)[CH:143]=[CH:144][c:145]1[cH:146][cH:147][cH:148][cH:149][cH:150]1.[O:89]1[CH2:90][CH2:91][O:92][CH2:93][CH2:94]1.[O:97]=[C:98]([CH:99]=[CH:100][c:101]1[cH:102][cH:103][cH:104][cH:105][cH:106]1)[CH:107]=[CH:108][c:109]1[cH:110][cH:111][cH:112][cH:113][cH:114]1.[Pd:95].[Pd:96].[cH:20]1[cH:21][cH:22][c:23]([P:24]([c:25]2[cH:26][cH:27][c:28]3[c:29]([cH:30][cH:31][cH:32][cH:33]3)[c:34]2-[c:35]2[c:36]3[c:37]([cH:38][cH:39][cH:40][cH:41]3)[cH:42][cH:43][c:44]2[P:45]([c:46]2[cH:47][cH:48][cH:49][cH:50][cH:51]2)[c:52]2[cH:53][cH:54][cH:55][cH:56][cH:57]2)[c:58]2[cH:59][cH:60][cH:61][cH:62][cH:63]2)[cH:64][cH:65]1>>[ClH:1].[c:2]1([NH:72][c:73]2[c:74]([C:79]([NH2:80])=[O:81])[cH:75][n:76][cH:77][cH:78]2)[n:3][c:4](-[c:12]2[c:13]([F:19])[cH:14][cH:15][c:16]([Cl:18])[cH:17]2)[n:5][c:6]2[n:7][cH:8][cH:9][n:10][c:11]12. Reactants: NC=1C=C(C=CC1OC)C=1OC2=C(N1)C=CC(=C2)C (2-(3-amino-4-methoxyphenyl)-6-methylbenzoxazole), C1=CC2=C(C=C1C(=O)O)C(=O)OC2=O (1,2,4-benzenetricarboxylic anhydride). Product: COC1=C(C=C(C=C1)C=1OC2=C(N1)C=CC(=C2)C)N2C(C1=CC=C(C=C1C2=O)C(=O)O)=O (2-[2-Methoxy-5-(6-methylbenzoxazol-2-yl)phenyl]-2,3-dihydro-1,3-dioxo-1H-isoindole-5-carboxylic acid). Reaction SMILES: [NH2:1][C:2]1[CH:3]=[C:4]([C:10]2[O:11][C:12]3[CH:18]=[C:17]([CH3:19])[CH:16]=[CH:15][C:13]=3[N:14]=2)[CH:5]=[CH:6][C:7]=1[O:8][CH3:9].[CH:20]1[C:25]([C:26]([OH:28])=[O:27])=[CH:24][C:23]2[C:29]([O:31][C:32](=O)[C:22]=2[CH:21]=1)=[O:30]>>[CH3:9][O:8][C:7]1[CH:6]=[CH:5][C:4]([C:10]2[O:11][C:12]3[CH:18]=[C:17]([CH3:19])[CH:16]=[CH:15][C:13]=3[N:14]=2)=[CH:3][C:2]=1[N:1]1[C:29](=[O:30])[C:23]2[C:22](=[CH:21][CH:20]=[C:25]([C:26]([OH:28])=[O:27])[CH:24]=2)[C:32]1=[O:31]. Reported procedure: Prepared by the method of Example 1b), from 2-(3-amino-4-methoxyphenyl)-6-methylbenzoxazole (58 mg, 0.23 mmol) and 1,2,4-benzenetricarboxylic anhydride (50 mg, 0.26 mmol) the title compound was obtained, 54 mg (55%). 1H NMR (DMSO) δ 8.31(dd, 1H) 8.16(m, 3H), 7.97(d, 1H), 7.50(d, 1H), 7.43(s, 1H), 7.32(d, 1H), 7.08(d, 1H), 3.73(s, 3H), 2.33(s, 3H). MS 427 m/z (M−H)−. Reactants: C=CC=CCC (1,3-hexadiene), Cl[SiH](Cl)Cl (trichlorosilane), [I-].C(CCC)[P+](CCCC)(CCCC)CCCC (tetrabutylphosphonium iodide). Run at temperature 180 celsius. Product: CC1C=CC([Si]1(Cl)Cl)C (1,1-dichloro-2,5-dimethyl-silacyclo-3-pentene), Cl[Si](C(C)C=CC(C)[Si](Cl)(Cl)Cl)(Cl)Cl (2,5-bis(trichlorosilyl)-3-hexene). The yield is 10.0%. As a reaction SMILES: [CH2:1]=[CH:2][CH:3]=[CH:4][CH2:5][CH3:6].[Cl:7][SiH:8]([Cl:10])[Cl:9].[I-].C([P+](CCCC)(CCCC)CCCC)CCC>>[CH3:1][CH:2]1[Si:8]([Cl:9])([Cl:7])[CH:5]([CH3:6])[CH:4]=[CH:3]1.[Cl:7][Si:8]([Cl:10])([Cl:9])[CH:2]([CH:3]=[CH:4][CH:5]([Si:8]([Cl:10])([Cl:9])[Cl:7])[CH3:6])[CH3:1] |f:2.3|. Reported procedure: As in Example 1, 1,3-hexadiene (0.99 g, 12.06 mmol), trichlorosilane (6.60 g, 48.73 mmol) and tetrabutylphosphonium iodide (0.47 g, 1.22 mmol) were added in a 25 mL stainless steel tube under nitrogen atmosphere. After sealing the cylinder with a cap, the reactor was maintained at 180 ° C. for 10 hours. The resulting mixture was distilled to yield 1.32 g (yield: 60%) of 1,1-dichloro-2,5-dimethyl-silacyclo-3-pentene and 0.43 g (yield: 10%) of 2,5-bis(trichlorosilyl)-3-hexene main products. Starting materials: CCOC(C)=O, CCOCC, O=C1Nc2cccnc2N(C(=O)Cl)c2ccccc21, C(CCN1CCCC1)CC1CCCNC1. The product is O=C1Nc2cccnc2N(C(=O)N2CCCC(CCCCN3CCCC3)C2)c2ccccc21. RXN SMILES: [C:40]([O:41][CH2:42][CH3:43])(=[O:44])[CH3:45].[CH2:35]([O:36][CH2:37][CH3:38])[CH3:39].[Cl:1][C:2](=[O:3])[N:4]1[c:5]2[c:6]([cH:16][cH:17][cH:18][n:19]2)[NH:7][C:8](=[O:15])[c:9]2[c:10]1[cH:11][cH:12][cH:13][cH:14]2.[N:20]1([CH2:25][CH2:26][CH2:27][CH2:28][CH:29]2[CH2:30][NH:31][CH2:32][CH2:33][CH2:34]2)[CH2:21][CH2:22][CH2:23][CH2:24]1>>[C:2](=[O:3])([N:4]1[c:5]2[c:6]([cH:16][cH:17][cH:18][n:19]2)[NH:7][C:8](=[O:15])[c:9]2[c:10]1[cH:11][cH:12][cH:13][cH:14]2)[N:31]1[CH2:30][CH:29]([CH2:28][CH2:27][CH2:26][CH2:25][N:20]2[CH2:21][CH2:22][CH2:23][CH2:24]2)[CH2:34][CH2:33][CH2:32]1.